Task: describe an organic reaction: reactants, conditions, products, and yield. Dataset: the Open Reaction Database (ORD), a public repository of structured organic reaction records Starting materials: II (iodine), [Cl-].[NH4+] (ammonium chloride), C(C)(C)(C)OC(=O)NC1=CC(=NC=C1)OC (4-[(tert-butoxycarbonyl)amino]-2-methoxypyridine), CN(CCN(C)C)C (N,N,N′,N′-tetramethylethylenediamine), [Li]CCCC (n-BuLi). Solvent: C1CCOC1 (THF), C(C)OCC (diethyl ether), C(C)OCC (diethyl ether). Run at temperature -78 celsius, time 3 hour. Yields the product C(C)(C)(C)OC(=O)NC1=C(C(=NC=C1)OC)I (4-[(tert-Butoxycarbonyl)amino]-3-iodo-2-methoxypyridine). Yield: 23.1%. Reaction SMILES: [C:1]([O:5][C:6]([NH:8][C:9]1[CH:14]=[CH:13][N:12]=[C:11]([O:15][CH3:16])[CH:10]=1)=[O:7])([CH3:4])([CH3:3])[CH3:2].CN(C)CCN(C)C.[Li]CCCC.[I:30]I.[Cl-].[NH4+]>C(OCC)C.C1COCC1>[C:1]([O:5][C:6]([NH:8][C:9]1[CH:14]=[CH:13][N:12]=[C:11]([O:15][CH3:16])[C:10]=1[I:30])=[O:7])([CH3:4])([CH3:3])[CH3:2] |f:4.5|. Procedure: A solution of 4-[(tert-butoxycarbonyl)amino]-2-methoxypyridine (1.8 g, 8.03 mmol, 1.0 equiv) in 100 mL of anhydrous diethyl ether was treated with 2.79 mL of N,N,N′,N′-tetramethylethylenediamine (18.5 mmol, 2.3 equiv) under an inert atmosphere. The resulting solution was cooled to −78° C., treated with n-BuLi (2.5 M, 7.2 mL, 18.0 mmol, 2.24 equiv) and warmed to −7° C. The reaction was stirred at −7° C. to 0° C. for 3 hours, cooled to −78° C. and treated with a solution of iodine (3.05 g, 12 mmol... Reactants: C1(=C(C(=O)C1=O)O)O (squaric acid), CN(CCO)C1=CC(=CC=C1)NC(=O)C (2-(methyl(3-acetaminophenyl)amino)ethan-1-ol), CCCCO (n-BuOH). Solvent: C1(=CC=CC=C1)C (toluene). Reaction conditions: temperature 120 celsius. Product: N(C(=O)C)C1=C(C=CC(=C1)N(C)CCO)C1=C(C(=C1O)C1=C(C=C(C=C1)N(C)CCO)NC(=O)C)O (2,4-bis(2-acetamino-4-((2-hydroxyethyl)(methyl)amino)phenyl)cyclobuta-1,3-dien-1,3-diol). As a reaction SMILES: [C:1]1(O)[C:5](=[O:6])[C:3](=O)[C:2]=1[OH:7].[CH3:9][N:10]([C:14]1[CH:19]=[CH:18][CH:17]=[C:16]([NH:20][C:21]([CH3:23])=[O:22])[CH:15]=1)[CH2:11][CH2:12][OH:13].[CH3:24][CH2:25][CH2:26][CH2:27]O>C1(C)C=CC=CC=1>[NH:20]([C:16]1[CH:15]=[C:14]([N:10]([CH2:11][CH2:12][OH:13])[CH3:9])[CH:19]=[CH:18][C:17]=1[C:3]1[C:2]([OH:7])=[C:1]([C:27]2[CH:26]=[CH:25][C:24]([N:10]([CH2:11][CH2:12][OH:13])[CH3:9])=[CH:15][C:16]=2[NH:20][C:21]([CH3:23])=[O:22])[C:5]=1[OH:6])[C:21]([CH3:23])=[O:22]. Procedure details: 342 mg of squaric acid) and 2 g of 2-(methyl(3-acetaminophenyl)amino)ethan-1-ol were put in a 100 mL 3-neck rounded bottom flask, and 40 mL of n-BuOH and 20 mL of toluene were added thereto. The mixture was heated and refluxed at 120° C. for 10 hours. Then, a Dean-Stark trap set was used to remove water generated from the reactant during the reaction, and the reactant kept being reacted. When the reaction was complete, the reactant was cooled down, producing crystals. The crystals were filtered,... RXN SMILES: [C:1](Cl)([C:14]1[CH:19]=[CH:18][CH:17]=[CH:16][CH:15]=1)([C:8]1[CH:13]=[CH:12][CH:11]=[CH:10][CH:9]=1)[C:2]1[CH:7]=[CH:6][CH:5]=[CH:4][CH:3]=1.[Br:21][C:22]1[CH:23]=[N:24][NH:25][CH:26]=1>CN(C)C1C=CN=CC=1.N1C=CC=CC=1>[Br:21][C:22]1[CH:23]=[N:24][N:25]([C:1]([C:14]2[CH:19]=[CH:18][CH:17]=[CH:16][CH:15]=2)([C:8]2[CH:13]=[CH:12][CH:11]=[CH:10][CH:9]=2)[C:2]2[CH:7]=[CH:6][CH:5]=[CH:4][CH:3]=2)[CH:26]=1. Starting materials: C(C1=CC=CC=C1)(C1=CC=CC=C1)(C1=CC=CC=C1)Cl (Trityl chloride), BrC=1C=NNC1 (4-bromopyrazole). Reagents/catalysts: CN(C1=CC=NC=C1)C (4-dimethylaminopyridine). Reported procedure: Trityl chloride (9.02 g) was added to a stirred solution of 4-bromopyrazole (4.24 g) and 4-dimethylaminopyridine (0.711 g) in pyridine (90 ml). The reaction mixture was heated to 85° C. for 20 hrs, cooled to room temperature and partitioned between diethyl ether and water. The organic layer was separated, dried (MgSO4) and evaporated under reduced pressure. The crude product was recrystallized from hexane/toluene (5/1, 180 ml) to afford the title compound (4.0 g). The remaining solids and the mo... Yields the product BrC=1C=NN(C1)C(C1=CC=CC=C1)(C1=CC=CC=C1)C1=CC=CC=C1 (4-Bromo-1-trityl-1H-pyrazole). Run in N1=CC=CC=C1 (pyridine). Run at temperature 85 celsius. Isolated yield 35.6%. The reactants are CN(C)c1cc([N+](=O)[O-])ccc1C1=NC2=NC=NC(=O)C2=N1, CO, [H][H]. Product: CN(C)c1cc(N)ccc1C1=NC2=NC=NC(=O)C2=N1. Reaction SMILES: [CH3:1][N:2]([c:3]1[c:4]([C:12]2=[N:13][C:14]3=[N:15][CH:16]=[N:17][C:18](=[O:21])[C:19]3=[N:20]2)[cH:5][cH:6][c:7]([N+:9]([O-:10])=[O:11])[cH:8]1)[CH3:22].[CH3:25][OH:26].[H:23][H:24]>>[CH3:1][N:2]([c:3]1[c:4]([C:12]2=[N:13][C:14]3=[N:15][CH:16]=[N:17][C:18](=[O:21])[C:19]3=[N:20]2)[cH:5][cH:6][c:7]([NH2:9])[cH:8]1)[CH3:22].